From a dataset of the Open Reaction Database (ORD), a public repository of structured organic reaction records. describe an organic reaction: reactants, conditions, products, and yield The reactants are [H-].[Al+3].[Li+].[H-].[H-].[H-] (lithium aluminium hydride), C1(CC1)C(=O)N1C[C@H]2[C@H](CC1)C=CC1=C(C2)C=CC=C1 (trans-2-cyclopropylcarbonyl-2,3,4,4a,11,11a-hexahydro-1H-benzo[5,6]cyclohepta[1,2-c]pyridine), S(=O)(=O)([O-])[O-].[Na+].[Na+] (sodium sulphate). Solvent: O1CCCC1 (tetrahydrofuran), O1CCCC1 (tetrahydrofuran). Conditions: time 2 hour. Product: C1(CC1)CN1C[C@H]2[C@H](CC1)C=CC1=C(C2)C=CC=C1 (Trans-2-cyclopropylmethyl-2,3,4,4a,11,11a-hexahydro-1H-benzo[5,6]cyclohepta[1,2-c]pyridine). As a reaction SMILES: [CH:1]1([C:4]([N:6]2[CH2:11][CH2:10][C@@H:9]3[CH:12]=[CH:13][C:14]4[CH:20]=[CH:19][CH:18]=[CH:17][C:15]=4[CH2:16][C@H:8]3[CH2:7]2)=O)[CH2:3][CH2:2]1.[H-].[Al+3].[Li+].[H-].[H-].[H-].S([O-])([O-])(=O)=O.[Na+].[Na+]>O1CCCC1>[CH:1]1([CH2:4][N:6]2[CH2:11][CH2:10][C@@H:9]3[CH:12]=[CH:13][C:14]4[CH:20]=[CH:19][CH:18]=[CH:17][C:15]=4[CH2:16][C@H:8]3[CH2:7]2)[CH2:2][CH2:3]1 |f:1.2.3.4.5.6,7.8.9|. Procedure details: A solution of 10.0 g of trans-2-cyclopropylcarbonyl-2,3,4,4a,11,11a-hexahydro-1H-benzo[5,6]cyclohepta[1,2-c]pyridine (obtained by reaction of trans-2,3,4,4a,11,11a-hexahydro-1H-benzo[5,6]cyclohepta[1,2-c]-pyridine with cyclopropanecarboxylic acid chloride) in 150 cc of anhydrous tetrahydrofuran is added dropwise, while stirring, at 10°-15°, to a solution of 2.5 g of lithium aluminium hydride in 350 cc of anhydrous tetrahydrofuran, and the reaction mixture is stirred at room temperature for 2 hou... Yields the product COc1c2c(cc(C3CCCC3)c1C(O)c1ccc(C(F)(F)F)cc1)OC(C)(C)CC2=O. As a reaction SMILES: [Br:23][Mg:24][c:25]1[cH:26][cH:27][c:28]([C:31]([F:32])([F:33])[F:34])[cH:29][cH:30]1.[C:35](=[O:36])([OH:37])[O-:38].[CH:1]1([c:6]2[c:7]([CH:21]=[O:22])[c:8]([O:19][CH3:20])[c:9]3[c:14]([cH:15]2)[O:13][C:12]([CH3:16])([CH3:17])[CH2:11][C:10]3=[O:18])[CH2:2][CH2:3][CH2:4][CH2:5]1.[Na+:39].[O:40]1[CH2:41][CH2:42][CH2:43][CH2:44]1>>[CH:1]1([c:6]2[c:7]([CH:21]([OH:22])[c:25]3[cH:26][cH:27][c:28]([C:31]([F:32])([F:33])[F:34])[cH:29][cH:30]3)[c:8]([O:19][CH3:20])[c:9]3[c:14]([cH:15]2)[O:13][C:12]([CH3:16])([CH3:17])[CH2:11][C:10]3=[O:18])[CH2:2][CH2:3][CH2:4][CH2:5]1. Starting materials: FC(F)(F)c1ccc([Mg]Br)cc1, O=C([O-])O, COc1c(C=O)c(C2CCCC2)cc2c1C(=O)CC(C)(C)O2, [Na+], C1CCOC1. Reactants: ClC1=CC(=C(N=N1)NN)C (6-chloro-3-hydrazinyl-4-methylpyridazine), CC(=O)O (AcOH), C(=O)(O)[O-].[Na+] (NaHCO3). Solvent: C(Cl)Cl (CH2Cl2). Conditions: temperature 115 celsius, time 1 hour. Yields the product ClC=1C=C(C=2N(N1)C(=NN2)C)C (6-chloro-3,8-dimethyl-[1,2,4]triazolo[4,3-b]pyridazine). Isolated yield 85.9%. As a reaction SMILES: [Cl:1][C:2]1[N:7]=[N:6][C:5]([NH:8][NH2:9])=[C:4]([CH3:10])[CH:3]=1.[CH3:11][C:12](O)=O.C([O-])(O)=O.[Na+]>C(Cl)Cl>[Cl:1][C:2]1[CH:3]=[C:4]([CH3:10])[C:5]2[N:6]([C:11]([CH3:12])=[N:9][N:8]=2)[N:7]=1 |f:2.3|. Procedure: 6-chloro-3-hydrazinyl-4-methylpyridazine (Step 111.1) (721 mg, 4.55 mmol) was dissolved in AcOH (15 mL, 262 mmol) and the resulting mixture was heated up and stirred at 115° C. for 1 hr. The reaction was cooled down to RT, diluted with CH2Cl2 and poured into a saturated aq. NaHCO3 solution. The aq. layer was extracted with CH2Cl2. The combined organic layers were dried over Na2SO4, filtered and concentrated under reduced pressure to afford the title product (752 mg, 3.91 mmol, 84% yield) as grey... The reactants are Cl.Cl.NCCCCCCC[C@H](C(=O)OCC)[C@H]1C(SC2=C(N(C1=O)CC(=O)O)C=CC=C2)N (3(R)-[8-amino-1(S)-ethoxycarbonyloctyl]-amino-4-oxo-2, 3,4,5-tetrahydro-1,5-benzothiazepine-5-acetic acid dihydrochloride), C(C)(=O)O (Acetic acid). Solvent: [OH-].[Na+] (sodium hydroxide). Reaction conditions: time 30 minute. Product: NCCCCCCC[C@H](C(=O)O)[C@H]1C(SC2=C(N(C1=O)CC(=O)O)C=CC=C2)N (3(R)-[8-amino-1(S)-carboxyoctyl]-amino-4-oxo-2, 3,4,5-tetrahydro-1,5-benzothiazepine-5-acetic acid). Yield: 84.9%. Reaction SMILES: Cl.Cl.[NH2:3][CH2:4][CH2:5][CH2:6][CH2:7][CH2:8][CH2:9][CH2:10][C@@H:11]([C@@H:17]1[C:23](=[O:24])[N:22]([CH2:25][C:26]([OH:28])=[O:27])[C:21]2[CH:29]=[CH:30][CH:31]=[CH:32][C:20]=2[S:19][CH:18]1[NH2:33])[C:12]([O:14]CC)=[O:13].C(O)(=O)C>[OH-].[Na+]>[NH2:3][CH2:4][CH2:5][CH2:6][CH2:7][CH2:8][CH2:9][CH2:10][C@@H:11]([C@@H:17]1[C:23](=[O:24])[N:22]([CH2:25][C:26]([OH:28])=[O:27])[C:21]2[CH:29]=[CH:30][CH:31]=[CH:32][C:20]=2[S:19][CH:18]1[NH2:33])[C:12]([OH:14])=[O:13] |f:0.1.2,4.5|. Reported procedure: In 10 ml of 1N aqueous sodium hydroxide solution is dissolved 0.35 g of 3(R)-[8-amino-1(S)-ethoxycarbonyloctyl]-amino-4-oxo-2, 3,4,5-tetrahydro-1,5-benzothiazepine-5-acetic acid dihydrochloride, and the solution is left standing at room temperature for 30 minutes. Acetic acid (2.5 ml) is added to the solution and the resulting mixture is purified by Amberlite XAD-2 column chromatography (methanol:water=1:2). The eluate is concentrated under reduced pressure and lyophilized to give 0.24 g of 3(R)... The reactants are C1(=CC=CC=C1)P(C1=CC=CC=C1)C1=CC=CC=C1 (triphenylphosphine), BrC=1C=C2CCC(C2=CC1)=O (5-bromoindanone), C1(=CC=CC=C1)C=1N(C(=C(N1)C1=CC=NC=C1)[Sn](CCCC)(CCCC)CCCC)COCC[Si](C)(C)C (4-[2-Phenyl-5-tributylstannanyl-1-(2-trimethylsilanyl-ethoxymethyl)-1H-imidazol-4-yl]-pyridine). Reagents/catalysts: C(C)(=O)[O-].[Pd+2].C(C)(=O)[O-] (Palladium acetate). Solvent: C1(=CC=CC=C1)C (toluene), C1(=CC=CC=C1)C (toluene). Reaction conditions: temperature 100 celsius, time 18 hour. The product is C1(=CC=CC=C1)C1NC(=C(N1COCC[Si](C)(C)C)C=1C=C2CCC(C2=CC1)=O)C1=CC=NC=C1 (5-[2-Phenyl-5-pyridin-4-yl-3-(2-trimethylsilanyl-ethoxymethyl)-1H-imidazol-4-yl]-indan-1-one). Yield: 55.0%. RXN SMILES: C1(P(C2C=CC=CC=2)C2C=CC=CC=2)C=CC=CC=1.Br[C:21]1[CH:22]=[C:23]2[C:27](=[CH:28][CH:29]=1)[C:26](=[O:30])[CH2:25][CH2:24]2.[C:31]1([C:37]2[N:38]([CH2:61][O:62][CH2:63][CH2:64][Si:65]([CH3:68])([CH3:67])[CH3:66])[C:39]([Sn](CCCC)(CCCC)CCCC)=[C:40]([C:42]3[CH:47]=[CH:46][N:45]=[CH:44][CH:43]=3)[N:41]=2)[CH:36]=[CH:35][CH:34]=[CH:33][CH:32]=1>C1(C)C=CC=CC=1.C([O-])(=O)C.[Pd+2].C([O-])(=O)C>[C:31]1([CH:37]2[N:38]([CH2:61][O:62][CH2:63][CH2:64][Si:65]([CH3:68])([CH3:67])[CH3:66])[C:39]([C:21]3[CH:22]=[C:23]4[C:27](=[CH:28][CH:29]=3)[C:26](=[O:30])[CH2:25][CH2:24]4)=[C:40]([C:42]3[CH:43]=[CH:44][N:45]=[CH:46][CH:47]=3)[NH:41]2)[CH:32]=[CH:33][CH:34]=[CH:35][CH:36]=1 |f:4.5.6|. Reported procedure: Palladium acetate (0.025 g, 0.11 mmol) and triphenylphosphine (0.06 g, 0.22 mmol) were suspended in toluene (1 ml). 5-bromoindanone (240 mg, 1.1 mmol) was then added and the mixture heated to 100° C. for 5 min. The solution was then treated with a solution of the product of Step 3 (0.6 g, 0.94 mmol) in toluene (1 ml) and stirred for 18 hours at 100° C. After cooling the solvent was removed in vacuo and the residue purified by silica gel chromatography, eluting with ethyl acetate to afford the ti... Reactants: CCOC(=O)CBr, CC#N, [K+], [K+], O=C([O-])[O-], O=C(c1cccc(O)c1)N1CCCCC1c1nc(-c2ccccc2)c(-c2ccccc2)o1. The product is CCOC(=O)COc1cccc(C(=O)N2CCCCC2c2nc(-c3ccccc3)c(-c3ccccc3)o2)c1. Reaction SMILES: [Br:33][CH2:34][C:35](=[O:36])[O:37][CH2:38][CH3:39].[CH3:46][C:47]#[N:48].[K+:40].[K+:41].[O-:42][C:43]([O-:44])=[O:45].[OH:1][c:2]1[cH:3][c:4]([C:5](=[O:6])[N:7]2[CH:8]([c:13]3[o:14][c:15](-[c:24]4[cH:25][cH:26][cH:27][cH:28][cH:29]4)[c:16](-[c:18]4[cH:19][cH:20][cH:21][cH:22][cH:23]4)[n:17]3)[CH2:9][CH2:10][CH2:11][CH2:12]2)[cH:30][cH:31][cH:32]1>>[O:1]([c:2]1[cH:3][c:4]([C:5](=[O:6])[N:7]2[CH:8]([c:13]3[o:14][c:15](-[c:24]4[cH:25][cH:26][cH:27][cH:28][cH:29]4)[c:16](-[c:18]4[cH:19][cH:20][cH:21][cH:22][cH:23]4)[n:17]3)[CH2:9][CH2:10][CH2:11][CH2:12]2)[cH:30][cH:31][cH:32]1)[CH2:34][C:35](=[O:36])[O:37][CH2:38][CH3:39]. Reactants: CC12CCC(C#N)=CC1=CCC1C2CCC2(C)C(C(=O)Sc3ccccn3)CCC12, COc1ccc(C(N)c2ccccc2)cc1. Product: COc1ccc(C(NC(=O)C2CCC3C4CC=C5C=C(C#N)CCC5(C)C4CCC23C)c2ccccc2)cc1. Reaction SMILES: [C:1](#[N:2])[C:3]1=[CH:4][C:5]2=[CH:6][CH2:7][CH:8]3[CH:9]4[CH2:10][CH2:11][CH:12]([C:22]([S:23][c:24]5[cH:25][cH:26][cH:27][cH:28][n:29]5)=[O:30])[C:13]4([CH3:14])[CH2:15][CH2:16][CH:17]3[C:18]2([CH3:21])[CH2:19][CH2:20]1.[CH3:31][O:32][c:33]1[cH:34][cH:35][c:36]([CH:37]([c:38]2[cH:39][cH:40][cH:41][cH:42][cH:43]2)[NH2:44])[cH:45][cH:46]1>>[C:1](#[N:2])[C:3]1=[CH:4][C:5]2=[CH:6][CH2:7][CH:8]3[CH:9]4[CH2:10][CH2:11][CH:12]([C:22](=[O:30])[NH:44][CH:37]([c:36]5[cH:35][cH:34][c:33]([O:32][CH3:31])[cH:46][cH:45]5)[c:38]5[cH:39][cH:40][cH:41][cH:42][cH:43]5)[C:13]4([CH3:14])[CH2:15][CH2:16][CH:17]3[C:18]2([CH3:21])[CH2:19][CH2:20]1. Reactants: BrC1=C(C=NC2=CC=C(N=C12)OC)C(=O)OC (methyl 4-bromo-6-(methyloxy)-1,5-naphthyridine-3-carboxylate), C(=O)(O)[O-].[Na+] (NaHCO3), [H][H] (hydrogen). Reagents/catalysts: [Pd] (Pd/C). The solvent is CO (MeOH), O1CCOCC1 (1,4-dioxane). Product: COC=1N=C2C=C(C=NC2=CC1)C(=O)OC (Methyl 6-(methyloxy)-1,5-naphthyridine-3-carboxylate). The yield is 96.7%. As a reaction SMILES: Br[C:2]1[C:11]2[C:6](=[CH:7][CH:8]=[C:9]([O:12][CH3:13])[N:10]=2)[N:5]=[CH:4][C:3]=1[C:14]([O:16][CH3:17])=[O:15].C([O-])(O)=O.[Na+].[H][H]>CO.O1CCOCC1.[Pd]>[CH3:13][O:12][C:9]1[N:10]=[C:11]2[C:6](=[CH:7][CH:8]=1)[N:5]=[CH:4][C:3]([C:14]([O:16][CH3:17])=[O:15])=[CH:2]2 |f:1.2|. Reported procedure: To a mixture of methyl 4-bromo-6-(methyloxy)-1,5-naphthyridine-3-carboxylate (1.67 g, 5.64 mmol)) and NaHCO3 (0.84 g, 10 mmol) in MeOH (20 ml) and 1,4-dioxane (15 ml) was added 10% Pd/C (0.75 g) and the mixture was then stirred at rt under 1 atmosphere of hydrogen for 3 h. The reaction mixture was then filtered through a thin pad of Celite, washing through with EtOH. The filtrate was evaporated and stirred in 50 ml of water, the solid was then filtered off and dried in vacuo to give the desired ... Starting materials: C(C1=CC=CC=C1)OC1=C(C=CC(=C1)OCC1=CC=CC=C1)CC(=O)O (2,4-dibenzyloxyphenylacetic acid), C(C)(C)(C)OC(=O)N[C@@H](CC(N)=O)C(=O)N1CCN(CC1)C (1-(N-tert-butoxycarbonyl-L-asparaginyl)-4-methylpiperazine), Example 12 ( i ). Product: C(C1=CC=CC=C1)OC1=C(C=CC(=C1)OCC1=CC=CC=C1)N[C@@H](CC(N)=O)C(=O)N1CCN(CC1)C (1-(2,4-dibenzyloxyphenyl-L-asparaginyl)-4-methylpiperazine). Isolated yield 88.6%. RXN SMILES: [CH2:1]([O:8][C:9]1[CH:14]=[C:13]([O:15][CH2:16][C:17]2[CH:22]=[CH:21][CH:20]=[CH:19][CH:18]=2)C=[CH:11][C:10]=1CC(O)=O)[C:2]1[CH:7]=[CH:6][CH:5]=[CH:4][CH:3]=1.C(O[C:32]([NH:34][C@H:35]([C:40]([N:42]1[CH2:47][CH2:46][N:45]([CH3:48])[CH2:44][CH2:43]1)=[O:41])[CH2:36][C:37](=[O:39])[NH2:38])=O)(C)(C)C>>[CH2:16]([O:15][C:13]1[CH:14]=[C:9]([O:8][CH2:1][C:2]2[CH:3]=[CH:4][CH:5]=[CH:6][CH:7]=2)[CH:10]=[CH:11][C:32]=1[NH:34][C@H:35]([C:40]([N:42]1[CH2:43][CH2:44][N:45]([CH3:48])[CH2:46][CH2:47]1)=[O:41])[CH2:36][C:37](=[O:39])[NH2:38])[C:17]1[CH:18]=[CH:19][CH:20]=[CH:21][CH:22]=1. Procedure: Condensation of 2,4-dibenzyloxyphenylacetic acid (923 mg) and 1-(N-tert-butoxycarbonyl-L-asparaginyl)-4-methylpiperazine (1.0 g) was carried out in the same manner as in Example 12 (i) to obtain colorless crystalline powder 1-(2,4-dibenzyloxyphenyl-L-asparaginyl)-4-methylpiperazine (1.18 g). Melting point: 83°-85° C.